describe an organic reaction: reactants, conditions, products, and yield From a dataset of the Open Reaction Database (ORD), a public repository of structured organic reaction records. Reactants: C(C)OC(C1(N(C)S(=O)(=O)C2=CC=C3C(=CN=C(C3=C2)NC(=N)N)Cl)CCCC1)=O (N-[(4-chloro-1-guanidino-7-isoquinolinyl)sulphonyl]-N-(methyl)cycloleucine ethyl ester), Cl (HCl). The solvent is [OH-].[Na+] (NaOH), CO (MeOH). The product is Cl.ClC1=CN=C(C2=CC(=CC=C12)S(=O)(=O)N(C1(CCCC1)C(=O)O)C)NC(=N)N (N-[(4-chloro-1-guanidino-7-isoquinolinyl)sulphonyl]-N-(methyl)cycloleucine hydrochloride). Yield: 44.3%. Reaction SMILES: C([O:3][C:4](=[O:30])[C:5]1([CH2:29][CH2:28][CH2:27][CH2:26]1)[N:6]([S:8]([C:11]1[CH:20]=[C:19]2[C:14]([C:15]([Cl:25])=[CH:16][N:17]=[C:18]2[NH:21][C:22]([NH2:24])=[NH:23])=[CH:13][CH:12]=1)(=[O:10])=[O:9])[CH3:7])C.Cl>[OH-].[Na+].CO>[ClH:25].[Cl:25][C:15]1[C:14]2[C:19](=[CH:20][C:11]([S:8]([N:6]([CH3:7])[C:5]3([C:4]([OH:30])=[O:3])[CH2:29][CH2:28][CH2:27][CH2:26]3)(=[O:9])=[O:10])=[CH:12][CH:13]=2)[C:18]([NH:21][C:22]([NH2:24])=[NH:23])=[N:17][CH:16]=1 |f:2.3,5.6|. Procedure: A solution of N-[(4-chloro-1-guanidino-7-isoquinolinyl)sulphonyl]-N-(methyl)cycloleucine ethyl ester (80 mg, 0.176 mmol) in NaOH (1 ml, 2N) and MeOH (10 ml) was stirred at 70° C. for 18 h. The cooled mixture was neutralised using HCl (2N), and the MeOH was removed in vacuo. The resulting precipitate was filtered off, washed with water and re-dissolved in concentrated HCl. This solution was evaporated in vacuo, azeotroped with toluene, the residue dissolved in EtOH and filtered. The filtrate was ...